This data is from the Open Reaction Database (ORD), a public repository of structured organic reaction records. The task is: describe an organic reaction: reactants, conditions, products, and yield Starting materials: COC1=CC=C(C=C1)C1=CC(N(N=C1C1=CC=C(C=C1)OC)CCO)=O (5,6-bis(4-methoxyphenyl)-2-(2-hydroxyethyl)-2H-pyridazin-3-one), [Cl-] (chloride), N1CCOCC1 (morpholine). Product: COC1=CC=C(C=C1)C1=CC(N(N=C1C1=CC=C(C=C1)OC)CCN1CCOCC1)=O (5,6-bis(4-methoxyphenyl)-2-[2-(morpholino)ethyl]-2H-pyridazin-3-one). Yield: 42.6%. As a reaction SMILES: [CH3:1][O:2][C:3]1[CH:8]=[CH:7][C:6]([C:9]2[C:14]([C:15]3[CH:20]=[CH:19][C:18]([O:21][CH3:22])=[CH:17][CH:16]=3)=[N:13][N:12]([CH2:23][CH2:24]O)[C:11](=[O:26])[CH:10]=2)=[CH:5][CH:4]=1.[Cl-].[NH:28]1[CH2:33][CH2:32][O:31][CH2:30][CH2:29]1>>[CH3:1][O:2][C:3]1[CH:8]=[CH:7][C:6]([C:9]2[C:14]([C:15]3[CH:16]=[CH:17][C:18]([O:21][CH3:22])=[CH:19][CH:20]=3)=[N:13][N:12]([CH2:23][CH2:24][N:28]3[CH2:33][CH2:32][O:31][CH2:30][CH2:29]3)[C:11](=[O:26])[CH:10]=2)=[CH:5][CH:4]=1. Reported procedure: After 5,6-bis(4-methoxyphenyl)-2-(2-hydroxyethyl)-2H-pyridazin-3-one was reacted with paratoluenesulfonyl chloride in a similar manner as in Example 116-(2), a further reaction was conducted with morpholine, whereby the title compound was obtained in a yield of 42.6%. The reactants are N1=C(C=CC=C1)SC1=CC=C(N)C=C1 (4-(2-pyridinylsulfanyl) aniline), CN(C)C=O (DMF), S(=O)(Cl)Cl (thionyl chloride), C(CCC)OCCOC1=CC=C(C=C1)C=1C=CC2=C(C=C(CCN2CCC)C(=O)O)C1 (7-[4-(2-butoxyethoxy)phenyl]-1-propyl-2,3-dihydro-1-benzazepine-4-carboxylic acid). The solvent is C1CCOC1 (THF), C(C)N(CC)CC (triethylamine), C1CCOC1 (THF), O (water). Run at time 1 hour. Product: C(CCC)OCCOC1=CC=C(C=C1)C=1C=CC2=C(C=C(CCN2CCC)C(=O)NC2=CC=C(C=C2)SC2=NC=CC=C2)C1 (7-[4-(2-butoxyethoxy)phenyl]-1-propyl-N-[4-(2-pyridinylsulfanyl)phenyl]-2,3-dihydro-1-benzazepine-4-carboxamide). Isolated yield 39.7%. Reaction SMILES: [CH2:1]([O:5][CH2:6][CH2:7][O:8][C:9]1[CH:14]=[CH:13][C:12]([C:15]2[CH:16]=[CH:17][C:18]3[N:24]([CH2:25][CH2:26][CH3:27])[CH2:23][CH2:22][C:21]([C:28](O)=[O:29])=[CH:20][C:19]=3[CH:31]=2)=[CH:11][CH:10]=1)[CH2:2][CH2:3][CH3:4].CN(C=O)C.S(Cl)(Cl)=O.[N:41]1[CH:46]=[CH:45][CH:44]=[CH:43][C:42]=1[S:47][C:48]1[CH:54]=[CH:53][C:51]([NH2:52])=[CH:50][CH:49]=1>C1COCC1.O.C(N(CC)CC)C>[CH2:1]([O:5][CH2:6][CH2:7][O:8][C:9]1[CH:10]=[CH:11][C:12]([C:15]2[CH:16]=[CH:17][C:18]3[N:24]([CH2:25][CH2:26][CH3:27])[CH2:23][CH2:22][C:21]([C:28]([NH:52][C:51]4[CH:53]=[CH:54][C:48]([S:47][C:42]5[CH:43]=[CH:44][CH:45]=[CH:46][N:41]=5)=[CH:49][CH:50]=4)=[O:29])=[CH:20][C:19]=3[CH:31]=2)=[CH:13][CH:14]=1)[CH2:2][CH2:3][CH3:4]. Reported procedure: 7-[4-(2-butoxyethoxy)phenyl]-1-propyl-2,3-dihydro-1-benzazepine-4-carboxylic acid (1.0 g) was dissolved in THF (20 ml), DMF (2 droplets) was added to the mixture, and thionyl chloride (0.34 ml) was added to the mixture. The mixture was stirred at room temperature for 1 hour, and the mixture was added dropwise to the solution of 4-(2-pyridinylsulfanyl) aniline (0.53 g) and triethylamine (1.97 ml) in THF (20 ml) under ice-cooling, and the mixture was stirred at room temperature for 2 hours. The re...